Dataset: the Open Reaction Database (ORD), a public repository of structured organic reaction records. Task: describe an organic reaction: reactants, conditions, products, and yield The reactants are FC(C(=O)O)(F)F (trifluoroacetic acid), C(C)(C)(C)OC(N[C@@H]1CC2=C(N=C(S2)NC(C2=CC(=CC=C2)OCC(NC2=CC=C(C=C2)C#N)=O)=O)CC1)=O (((S)-2-{3-[(4-cyano-phenylcarbamoyl)-methoxy]-benzoylamino}-4,5,6,7-tetrahydro-benzothiazol-6-yl)-carbamic acid tert-butyl ester). The solvent is C(Cl)Cl (methylene chloride). Run at time 15 hour. The product is N[C@@H]1CC2=C(N=C(S2)NC(C2=CC(=CC=C2)OCC(NC2=CC=C(C=C2)C#N)=O)=O)CC1 (N—((S)-6-amino-4,5,6,7-tetrahydro-benzothiazol-2-yl)-3-[(4-cyano-phenylcarbamoyl)-methoxy]-benzamide). Isolated yield 60.2%. Reaction SMILES: FC(F)(F)C(O)=O.C(OC(=O)[NH:14][C@H:15]1[CH2:45][CH2:44][C:18]2[N:19]=[C:20]([NH:22][C:23](=[O:43])[C:24]3[CH:29]=[CH:28][CH:27]=[C:26]([O:30][CH2:31][C:32](=[O:42])[NH:33][C:34]4[CH:39]=[CH:38][C:37]([C:40]#[N:41])=[CH:36][CH:35]=4)[CH:25]=3)[S:21][C:17]=2[CH2:16]1)(C)(C)C>C(Cl)Cl>[NH2:14][C@H:15]1[CH2:45][CH2:44][C:18]2[N:19]=[C:20]([NH:22][C:23](=[O:43])[C:24]3[CH:29]=[CH:28][CH:27]=[C:26]([O:30][CH2:31][C:32](=[O:42])[NH:33][C:34]4[CH:35]=[CH:36][C:37]([C:40]#[N:41])=[CH:38][CH:39]=4)[CH:25]=3)[S:21][C:17]=2[CH2:16]1. Reported procedure: Add trifluoroacetic acid (1.0 mL, 14 mmol) to a solution of ((S)-2-{3-[(4-cyano-phenylcarbamoyl)-methoxy]-benzoylamino}-4,5,6,7-tetrahydro-benzothiazol-6-yl)-carbamic acid tert-butyl ester (0.14 g, 0.26 mmol) in methylene chloride (10 mL). Stir the mixture at room temperature for 15 h then concentrate under reduced pressure. Purify the residue by preparative reverse phase HPLC using acetonitrile/water with 0.1% trifluoroacetic acid additive as the eluent to provide 0.07 g of the title compound a...